Dataset: the Open Reaction Database (ORD), a public repository of structured organic reaction records. Task: describe an organic reaction: reactants, conditions, products, and yield Starting materials: NC1=CC(=C(C=C1)C(CN1C(=NC(C1=O)(CCC)C1=CC=CC=C1)C)=O)F ((+/−)-3-[2-(4-amino-2-fluoro-phenyl)-2-oxo-ethyl]-2-methyl-5-phenyl-5-propyl-3,5-dihydro-imidazol-4-one), N(=C=O)C=1C(=NOC1C)C (4-isocyanato3,5-dimethyl-isoxazole). Solvent: ClCCl (dichloromethane). Reaction conditions: time 18 hour. The product is CC1=NOC(=C1NC(=O)NC1=CC(=C(C=C1)C(CN1C(=NC(C1=O)(CCC)C1=CC=CC=C1)C)=O)F)C ((+/−)-1-(3,5-dimethyl-isoxazol-4-yl)-3-{3-fluoro-4-[2-(2-methyl-5-oxo-4-phenyl-4-propyl-4,5-dihydro-imidazol-1-yl)-acetyl]-phenyl}-urea). The yield is 34.8%. As a reaction SMILES: [NH2:1][C:2]1[CH:7]=[CH:6][C:5]([C:8](=[O:26])[CH2:9][N:10]2[C:14](=[O:15])[C:13]([C:19]3[CH:24]=[CH:23][CH:22]=[CH:21][CH:20]=3)([CH2:16][CH2:17][CH3:18])[N:12]=[C:11]2[CH3:25])=[C:4]([F:27])[CH:3]=1.[N:28]([C:31]1[C:32]([CH3:37])=[N:33][O:34][C:35]=1[CH3:36])=[C:29]=[O:30]>ClCCl>[CH3:37][C:32]1[C:31]([NH:28][C:29]([NH:1][C:2]2[CH:7]=[CH:6][C:5]([C:8](=[O:26])[CH2:9][N:10]3[C:14](=[O:15])[C:13]([C:19]4[CH:24]=[CH:23][CH:22]=[CH:21][CH:20]=4)([CH2:16][CH2:17][CH3:18])[N:12]=[C:11]3[CH3:25])=[C:4]([F:27])[CH:3]=2)=[O:30])=[C:35]([CH3:36])[O:34][N:33]=1. Procedure: A mixture of (+/−)-3-[2-(4-amino-2-fluoro-phenyl)-2-oxo-ethyl]-2-methyl-5-phenyl-5-propyl-3,5-dihydro-imidazol-4-one (116 mg, 0.25 mmol) and 4-isocyanato3,5-dimethyl-isoxazole (34.5 mg, 0.25 mmol) in 3 mL dichloromethane is stirred at room temperature for 18 hours. Subsequently the solvent is evaporated and the residue is dissolved in acetonitrile, the solution filtrated and subjected to preparative HPLC purification (Method 3) to yield (+/−)-1-(3,5-dimethyl-isoxazol-4-yl)-3-{3-fluoro-4-[2-(2-me... Reactants: 100, S(O)(O)(=O)=O (sulphuric acid), [OH-].C(C1=CC=CC=C1)[N+](C)(C)C (benzyl trimethylammonium hydroxide), 156.6, ClC1=C(C=C(C=C1C)O)C (4-chloro-3, 5-xylenol), C(#CC(=O)OC)C(=O)OC (dimethyl acetylene dicarboxylate), [OH-].[Na+] (sodium hydroxide). Solvent: CO (methanol), O1CCOCC1 (dioxan). Conditions: temperature 0 celsius. Yields the product 157.1, ClC=1C(=CC2=C(C(C=C(O2)C(=O)O)=O)C1C)C (6-chloro-5,7-dimethyl-4-oxo-4H-1-benzopyran-2-carboxylic acid). Reaction SMILES: [OH-].C([N+](C)(C)C)C1C=CC=CC=1.[Cl:13][C:14]1[C:19]([CH3:20])=[CH:18][C:17]([OH:21])=[CH:16][C:15]=1[CH3:22].[C:23]([C:29](OC)=[O:30])#[C:24][C:25]([O:27]C)=[O:26].[OH-].[Na+].S(=O)(=O)(O)O>CO.O1CCOCC1>[Cl:13][C:14]1[C:19]([CH3:20])=[CH:18][C:17]2[O:21][C:24]([C:25]([OH:27])=[O:26])=[CH:23][C:29](=[O:30])[C:16]=2[C:15]=1[CH3:22] |f:0.1,4.5|. Reported procedure: 0.5 Parts of benzyl trimethylammonium hydroxide were added dropwise to a mixture of 156.6 parts of 4-chloro-3, 5-xylenol, 149.1 parts of dimethyl acetylene dicarboxylate and 30 parts of dioxan. The reaction mixture was heated for 1/2 hour on the steam bath, cooled, and basified with 320 parts of 25% aqueous sodium hydroxide solution. After addition of 100 parts of methanol the red solution was heated at reflux for 3 hours on the steam bath, cooled, and acidified with excess dilute sulphuric acid...